Dataset: the Open Reaction Database (ORD), a public repository of structured organic reaction records. Task: describe an organic reaction: reactants, conditions, products, and yield Starting materials: BrC1=CC=2C3C(C(NC2C=C1)=S)(CCC3)F (8-bromo-3a-fluoro-1,2,3,3a,5,9b-hexahydrocyclopenta[c]quinoline-4-thione), N (ammonia). Run at time 1.5 hour. Procedure details: 75 mg (0.25 mmol) of 8-bromo-3a-fluoro-1,2,3,3a,5,9b-hexahydrocyclopenta[c]quinoline-4-thione is dissolved in 20 ml of 7 M methanolic ammonia solution. After 1.5 hours of stirring at room temperature, the batch is concentrated by evaporation in a vacuum and the residue is purified by column chromatography on silica gel with ethyl acetate: 60 mg of product, melting point 220° C. As a reaction SMILES: [Br:1][C:2]1[CH:11]=[CH:10][C:9]2[NH:8][C:7](=S)[C:6]3([F:16])[CH2:13][CH2:14][CH2:15][CH:5]3[C:4]=2[CH:3]=1.[NH3:17]>>[NH2:17][C:7]1[C:6]2([F:16])[CH2:13][CH2:14][CH2:15][CH:5]2[C:4]2[CH:3]=[C:2]([Br:1])[CH:11]=[CH:10][C:9]=2[N:8]=1. The product is NC1=NC=2C=CC(=CC2C2C1(CCC2)F)Br (4-Amino-8-bromo-3a-fluoro-2,3,3a,9b-tetrahydro-1H-cyclopenta[c]quinoline).